Task: describe an organic reaction: reactants, conditions, products, and yield. Dataset: the Open Reaction Database (ORD), a public repository of structured organic reaction records Reactants: FC(C(C(F)(F)F)(OCOC)C1=CC(=C(OC2=C(C=C(C=C2)C(C)O)I)C=C1)CCC)(F)F (1-(4-(4-(1,1,1,3,3,3-Hexafluoro-2-(methoxymethoxy)propan-2-yl)-2-propylphenoxy)-3-iodophenyl)ethanol), resultant mixture. Reagents/catalysts: [O-2].[O-2].[Mn+4] (manganese dioxide). Solvent: ClCCl (dichloromethane). Reaction conditions: time 8 hour. The product is FC(C(C(F)(F)F)(OCOC)C1=CC(=C(OC2=C(C=C(C=C2)C(C)=O)I)C=C1)CCC)(F)F (1-(4-(4-(1,1,1,3,3,3-hexafluoro-2-(methoxymethoxy)propan-2-yl)-2-propylphenoxy)-3-iodophenyl) ethanone). Yield: 60.8%. RXN SMILES: [F:1][C:2]([F:33])([F:32])[C:3]([C:12]1[CH:28]=[CH:27][C:15]([O:16][C:17]2[CH:22]=[CH:21][C:20]([CH:23]([OH:25])[CH3:24])=[CH:19][C:18]=2[I:26])=[C:14]([CH2:29][CH2:30][CH3:31])[CH:13]=1)([O:8][CH2:9][O:10][CH3:11])[C:4]([F:7])([F:6])[F:5]>ClCCl.[O-2].[O-2].[Mn+4]>[F:33][C:2]([F:1])([F:32])[C:3]([C:12]1[CH:28]=[CH:27][C:15]([O:16][C:17]2[CH:22]=[CH:21][C:20]([C:23](=[O:25])[CH3:24])=[CH:19][C:18]=2[I:26])=[C:14]([CH2:29][CH2:30][CH3:31])[CH:13]=1)([O:8][CH2:9][O:10][CH3:11])[C:4]([F:7])([F:6])[F:5] |f:2.3.4|. Reported procedure: 1-(4-(4-(1,1,1,3,3,3-Hexafluoro-2-(methoxymethoxy)propan-2-yl)-2-propylphenoxy)-3-iodophenyl)ethanol (26 mg, 0.0446 mmol) was dissolved in dichloromethane (3 mL). The resultant mixture was added with manganese dioxide (78 mg, 0.891 mmol) at room temperature, and stirred at room temperature overnight. After completion of the reaction, the reaction solution was filtered using celite and concentrated in vacuum, and 1-(4-(4-(1,1,1,3,3,3-hexafluoro-2-(methoxymethoxy)propan-2-yl)-2-propylphenoxy)-3-io... Reactants: CO, Cc1cc(CC#N)ccc1F, [Na+], [OH-], O. Yields the product Cc1cc(CC(=O)O)ccc1F. RXN SMILES: [CH3:14][OH:15].[F:1][c:2]1[c:3]([CH3:11])[cH:4][c:5]([CH2:8][C:9]#[N:10])[cH:6][cH:7]1.[Na+:13].[OH-:12].[OH2:16]>>[F:1][c:2]1[c:3]([CH3:11])[cH:4][c:5]([CH2:8][C:9](=[O:12])[OH:15])[cH:6][cH:7]1. Starting materials: CC(=O)CC(C)C.C(CCC)C=1N(C(=C(N1)Cl)CO)CC1=CC=C(C=C1)C1=C(C=CC=C1)C=1N=NN(N1)C(C1=CC=CC=C1)(C1=CC=CC=C1)C1=CC=CC=C1 (2-n-butyl-4-chloro 1-[(2′-(2-triphenylmethyl-2H-tetrazol-5-yl)-1,1′biphenyl-4-yl)-me thyl]-1H-imidazol-5-methanol methyl-isobutyl ketone), [OH-].[K+] (potassium hydroxide), C (charcoal). Run in CO (methanol), CO (methanol). Run at time 2 hour. The product is CCCCC1=NC(=C(N1CC=2C=CC(=CC2)C=3C=CC=CC3C4=N[N-]N=N4)CO)Cl.[K+] (Losartan Potassium). Isolated yield 95.9%. Reaction SMILES: CC(CC(C)C)=O.[CH2:8]([C:12]1[N:13]([CH2:20][C:21]2[CH:26]=[CH:25][C:24]([C:27]3[CH:32]=[CH:31][CH:30]=[CH:29][C:28]=3[C:33]3[N:34]=[N:35][N:36](C(C4C=CC=CC=4)(C4C=CC=CC=4)C4C=CC=CC=4)[N:37]=3)=[CH:23][CH:22]=2)[C:14]([CH2:18][OH:19])=[C:15]([Cl:17])[N:16]=1)[CH2:9][CH2:10][CH3:11].[OH-].[K+:58].C>CO>[CH3:11][CH2:10][CH2:9][CH2:8][C:12]1[N:13]([CH2:20][C:21]2[CH:26]=[CH:25][C:24]([C:27]3[CH:32]=[CH:31][CH:30]=[CH:29][C:28]=3[C:33]3[N:37]=[N:36][N-:35][N:34]=3)=[CH:23][CH:22]=2)[C:14]([CH2:18][OH:19])=[C:15]([Cl:17])[N:16]=1.[K+:58] |f:0.1,2.3,6.7|. Procedure: Under nitrogen, in a 500 ml flask a mixture of 175 ml of dry methanol, 20 g (0.026 mol) of 2-n-butyl-4-chloro 1-[(2′-(2-triphenylmethyl-2H-tetrazol-5-yl)-1,1′biphenyl-4-yl)-me thyl]-1H-imidazol-5-methanol methyl-isobutyl ketone solvate and 1.46 g (0.026 mol) of potassium hydroxide in 25 ml of methanol was warmed to reflux temperature over a period of 30 min. After refluxing for 4 h, the reaction was cooled to room temperature, treated with 0.6 g of charcoal and filtered. The filtrate was concent... Starting materials: CC12CCC3c4ccc(OCc5ccccc5)cc4CCC3C1C(CCCCOC1CCCCO1)CC2=O, CO. Product: CC12CCC3c4ccc(OCc5ccccc5)cc4CCC3C1C(CCCCO)CC2=O. RXN SMILES: [CH2:1]([c:2]1[cH:3][cH:4][cH:5][cH:6][cH:7]1)[O:8][c:9]1[cH:10][c:11]2[c:24]([cH:25][cH:26]1)[CH:23]1[CH:14]([CH2:13][CH2:12]2)[CH:15]2[CH:16]([CH2:28][CH2:29][CH2:30][CH2:31][O:32][CH:33]3[CH2:34][CH2:35][CH2:36][CH2:37][O:38]3)[CH2:17][C:18](=[O:27])[C:19]2([CH3:20])[CH2:21][CH2:22]1.[CH3:39][OH:40]>>[CH2:1]([c:2]1[cH:3][cH:4][cH:5][cH:6][cH:7]1)[O:8][c:9]1[cH:10][c:11]2[c:24]([cH:25][cH:26]1)[CH:23]1[CH:14]([CH2:13][CH2:12]2)[CH:15]2[CH:16]([CH2:28][CH2:29][CH2:30][CH2:31][OH:32])[CH2:17][C:18](=[O:27])[C:19]2([CH3:20])[CH2:21][CH2:22]1. The reactants are FC=1C=C(C(=O)O)C=CC1[N+](=O)[O-] (3-fluoro-4-nitrobenzoic acid), CO (Methanol), Cl (HCl). Solvent: CCOCC (Et2O). Product: FC=1C=C(C(=O)OC)C=CC1[N+](=O)[O-] (Methyl 3-fluoro-4-nitrobenzoate). The yield is 96.0%. RXN SMILES: [F:1][C:2]1[CH:3]=[C:4]([CH:8]=[CH:9][C:10]=1[N+:11]([O-:13])=[O:12])[C:5]([OH:7])=[O:6].[CH3:14]O.Cl>CCOCC>[F:1][C:2]1[CH:3]=[C:4]([CH:8]=[CH:9][C:10]=1[N+:11]([O-:13])=[O:12])[C:5]([O:7][CH3:14])=[O:6]. Reported procedure: A mixture of 3-fluoro-4-nitrobenzoic acid (5.00 g, 27.0 mmol), Methanol (40 mL), and 2 N HCl in Et2O was heated at reflux for 16 hr. Volatile material was removed under vacuum. The residue was diluted with AcOEt (150 mL), washed successively with saturated NaHCO3 solution and brine, and dried over anhydrous MgSO4. Evaporation of solvent under vacuum gave the title compound (5.18 g, 96% yield) as a pale yellow solid. Starting materials: C1(=CC=CC=C1)C[C@@H]1CNC2=C(CN1S(=O)(=O)C=1SC=CC1)C=C(C=C2)C#N ((R)-2,3,4,5-tetrahydro-3-(phenylmethyl)-4-(2-thienylsulfonyl)-1H-1,4-benzodiazepine-7-carbonitrile), N1C=NC(=C1)C=O (imidazole-4-carboxaldehyde), [BH-](OC(=O)C)(OC(=O)C)OC(=O)C.[Na+] (Na(OAc)3BH), FC(C(=O)OC(C(F)(F)F)=O)(F)F (trifluoroacetic acid anhydride), FC(C(=O)O)(F)F (trifluoroacetic acid). Run in C(Cl)Cl (CH2Cl2), C(Cl)Cl (CH2Cl2). Conditions: temperature 2.5 celsius, time 15 minute. Yields the product S(C)(=O)(=O)O.N1C=NC(=C1)CN1C[C@H](N(CC2=C1C=CC(=C2)C#N)S(=O)(=O)C=2SC=CC2)CC2=CC=CC=C2 ((R)-2,3,4,5-tetrahydro-1-(1H-imidazol-4-ylmethyl)-3-(phenylmethyl)-4-(2-thienylsulfonyl)-1H-1,4-benzodiazepine-7-carbonitrile, mesylate salt). Yield: 170.1%. As a reaction SMILES: [C:1]1([CH2:7][C@H:8]2[N:14]([S:15]([C:18]3[S:19][CH:20]=[CH:21][CH:22]=3)(=[O:17])=[O:16])[CH2:13][C:12]3[CH:23]=[C:24]([C:27]#[N:28])[CH:25]=[CH:26][C:11]=3[NH:10][CH2:9]2)[CH:6]=[CH:5][CH:4]=[CH:3][CH:2]=1.[NH:29]1[CH:33]=[C:32]([CH:34]=[O:35])[N:31]=[CH:30]1.FC(F)(F)C(O)=O.FC(F)(F)C(OC(=O)C(F)(F)F)=O.[BH-](OC(C)=O)(OC(C)=O)OC(C)=O.[Na+]>C(Cl)Cl>[S:15]([OH:35])(=[O:17])(=[O:16])[CH3:18].[NH:29]1[CH:33]=[C:32]([CH2:34][N:10]2[C:11]3[CH:26]=[CH:25][C:24]([C:27]#[N:28])=[CH:23][C:12]=3[CH2:13][N:14]([S:15]([C:18]3[S:19][CH:20]=[CH:21][CH:22]=3)(=[O:17])=[O:16])[C@H:8]([CH2:7][C:1]3[CH:6]=[CH:5][CH:4]=[CH:3][CH:2]=3)[CH2:9]2)[N:31]=[CH:30]1 |f:4.5,7.8|. Reported procedure: Charge (R)-2,3,4,5-tetrahydro-3-(phenylmethyl)-4-(2-thienylsulfonyl)-1H-1,4-benzodiazepine-7-carbonitrile (30 g, 1 eq.) and imidazole-4-carboxaldehyde (7.8 g, 1.1 eq.) into 300 mL of CH2Cl2. Cool the mixture to 0-5° C., add trifluoroacetic acid (30 mL, 5 eq.), and follow with trifluoroacetic acid anhydride (15 mL, 1.5 eq.). Stir the solution at 0-5° C. for 15 min, then add a slurry of Na(OAc)3BH (21 g, 1.3 eq.) in 50 mL of CH2Cl2 while keeping the temperature below 20° C. Remove the ice-bath and... Starting materials: IC1=CC=C2CCNC2=C1 (6-iodo-indoline), ClC1=NC=NC2=CC(=C(C=C12)OC)OC (4-chloro-6,7-dimethoxy-quinazoline), Cl (HCl). The solvent is CC(C)O (i-PrOH). The product is Cl.IC1=CC=C2CCN(C2=C1)C1=NC=NC2=CC(=C(C=C12)OC)OC (4-(6-Iodo-2,3-dihydro-indol-1-yl)-6,7-dimethoxy-quinazoline hydrochloride). Isolated yield 78.0%. As a reaction SMILES: [I:1][C:2]1[CH:10]=[C:9]2[C:5]([CH2:6][CH2:7][NH:8]2)=[CH:4][CH:3]=1.[Cl:11][C:12]1[C:21]2[C:16](=[CH:17][C:18]([O:24][CH3:25])=[C:19]([O:22][CH3:23])[CH:20]=2)[N:15]=[CH:14][N:13]=1.Cl>CC(O)C>[ClH:11].[I:1][C:2]1[CH:10]=[C:9]2[C:5]([CH2:6][CH2:7][N:8]2[C:12]2[C:21]3[C:16](=[CH:17][C:18]([O:24][CH3:25])=[C:19]([O:22][CH3:23])[CH:20]=3)[N:15]=[CH:14][N:13]=2)=[CH:4][CH:3]=1 |f:4.5|. Reported procedure: Utilizing a procedure analogous to that described in Example 1, this product was prepared in 78% yield from 6-iodo-indoline (1.1 eq.) and 4-chloro-6,7-dimethoxy-quinazoline (1.0 eq) in i-PrOH. The HCl salt was generated from the purified free base according to the procedure given in Example 2 (M.P. >230° C.; GC/MS: 433 (M+); anal. RP18-HPLC RT: 5.20 min.). The reactants are [BH4-], CO, CCCc1c(Cc2ccc(-c3ccccc3C#N)cc2)c(=O)n(CC(=O)c2ccc(F)cc2)c2ncnn12, [Na+]. Product: CCCc1c(Cc2ccc(-c3ccccc3C#N)cc2)c(=O)n(CC(O)c2ccc(F)cc2)c2ncnn12. Reaction SMILES: [BH4-:39].[CH3:41][OH:42].[F:1][c:2]1[cH:3][cH:4][c:5]([C:8]([CH2:9][n:10]2[c:11]3[n:12]([c:13]([CH2:32][CH2:33][CH3:34])[c:14]([CH2:17][c:18]4[cH:19][cH:20][c:21](-[c:24]5[c:25]([C:30]#[N:31])[cH:26][cH:27][cH:28][cH:29]5)[cH:22][cH:23]4)[c:15]2=[O:16])[n:35][cH:36][n:37]3)=[O:38])[cH:6][cH:7]1.[Na+:40]>>[F:1][c:2]1[cH:3][cH:4][c:5]([CH:8]([CH2:9][n:10]2[c:11]3[n:12]([c:13]([CH2:32][CH2:33][CH3:34])[c:14]([CH2:17][c:18]4[cH:19][cH:20][c:21](-[c:24]5[c:25]([C:30]#[N:31])[cH:26][cH:27][cH:28][cH:29]5)[cH:22][cH:23]4)[c:15]2=[O:16])[n:35][cH:36][n:37]3)[OH:38])[cH:6][cH:7]1.